Task: describe an organic reaction: reactants, conditions, products, and yield. Dataset: the Open Reaction Database (ORD), a public repository of structured organic reaction records As a reaction SMILES: C(OC([NH:8][C@H:9]1[CH2:14][CH2:13][C@H:12]([NH:15][C:16]2[CH:25]=[CH:24][CH:23]=[C:22]3[C:17]=2[CH:18]=[CH:19][N:20]=[CH:21]3)[CH2:11][CH2:10]1)=O)(C)(C)C.[ClH:26].CO>>[ClH:26].[CH:21]1[C:22]2[C:17](=[C:16]([NH:15][C@H:12]3[CH2:11][CH2:10][C@H:9]([NH2:8])[CH2:14][CH2:13]3)[CH:25]=[CH:24][CH:23]=2)[CH:18]=[CH:19][N:20]=1 |f:1.2,3.4|. Yields the product Cl.C1=NC=CC2=C(C=CC=C12)N[C@@H]1CC[C@H](CC1)N (trans-N-(5-isoquinolyl)-1,4-cyclohexanediamine hydrochloride). Starting materials: C(C)(C)(C)OC(=O)N[C@@H]1CC[C@H](CC1)NC1=C2C=CN=CC2=CC=C1 (trans-N-(tert-butoxycarbonyl)-N′-(5-isoquinolyl)-1,4-cyclohexanediamine), Cl.CO (hydrogen chloride methanol). Procedure details: According to the method of Example 1, Step C, deprotection was performed (50° C., 1 hour) by using Intermediate 41 (69 mg) and 10% hydrogen chloride/methanol solution (4 ml). The solvent was evaporated under reduced pressure, and the residue was added with methanol (0.5 ml) and diethyl ether (2 ml). The deposited precipitates were collected by filtration and washed with diethyl ether to obtain the title compound (58.7 mg) as light yellow powdery solid.